describe an organic reaction: reactants, conditions, products, and yield From a dataset of the Open Reaction Database (ORD), a public repository of structured organic reaction records. The reactants are C=1(C(=CC=CC1)S(=O)(=O)O)C (toluenesulfonic acid), BrCCCCCCO (6-bromohexanol), C(=C)OCC (ethyl vinyl ether). Solvent: CCOCC (ether). Reaction conditions: time 1 hour. The product is C(C)OC(C)OCCCCCCBr (1-(1-Ethoxyethoxy)-6-bromohexane). Reaction SMILES: C1(C)C(S(O)(=O)=O)=CC=CC=1.[Br:12][CH2:13][CH2:14][CH2:15][CH2:16][CH2:17][CH2:18][OH:19].[CH:20]([O:22][CH2:23][CH3:24])=[CH2:21]>CCOCC>[CH2:20]([O:22][CH:23]([O:19][CH2:18][CH2:17][CH2:16][CH2:15][CH2:14][CH2:13][Br:12])[CH3:24])[CH3:21]. Procedure: To a cooled solution of 80 mg of toluenesulfonic acid in 40 ml of ether was fed 20 g (110 mmol) of 6-bromohexanol and 40 ml of ethyl vinyl ether simultaneously by separate additional funnels. The temperature of the reaction mixture was kept at 7° C. or lower during the feeds, which took 1 hour. The reaction mixture was stirred 20 minutes longer, then roughly 1 ml of triethylamine was added. The reaction mixture was washed with water and brine, dried over potassium carbonate, filtered and strippe... Starting materials: ClC1=CC(=C(C=C1Cl)NC(CC1=CC(=CC=C1)OC)=O)[N+](=O)[O-] (4,5-Dichloro-2-nitro-1-[(3-methoxyphenyl)acetamido]benzene), [K+].[Br-] (KBr). Solvent: CCO (EtOH). Yields the product ClC=1C=C2[N+](=C(C(NC2=CC1Cl)=O)C1=CC(=CC=C1)OC)[O-] (6,7-Dichloro-3-(3'-methoxyphenyl)-1,2-dihydroquinoxalin-2-one-4-oxide). The yield is 91.0%. Reaction SMILES: [Cl:1][C:2]1[C:7]([Cl:8])=[CH:6][C:5]([NH:9][C:10](=[O:20])[CH2:11][C:12]2[CH:17]=[CH:16][CH:15]=[C:14]([O:18][CH3:19])[CH:13]=2)=[C:4]([N+:21]([O-:23])=O)[CH:3]=1.[K+].[Br-]>CCO>[Cl:1][C:2]1[CH:3]=[C:4]2[C:5](=[CH:6][C:7]=1[Cl:8])[NH:9][C:10](=[O:20])[C:11]([C:12]1[CH:17]=[CH:16][CH:15]=[C:14]([O:18][CH3:19])[CH:13]=1)=[N+:21]2[O-:23] |f:1.2|. Reported procedure: The title compound was prepared according to the general procedure described in Example 6 by substituting 8 mmol of 129 for 125. Yield: 91%; mp 238°-240° C. (from EtOH); IR (KBr) 3436, 3046, 2926, 2855, 1652, 1618, 1597, 1374, 1363 and 1263 cm-1 ; 1H NMR (in DMSO-d6) δ3.73 (s, 3H), 7.00 (m, 1H), 7.18 (m, 2H), 7.20 (s, 1H), 7.36 (m, 1H), 7.52 (s, 1H), 8.28 (s, 1H), 12.57 (br.s, 1H, N--H); HPLC: 100%; HRMS Calcd for C15H10N2O3Cl2 : 336.0068. Found: 336.0075.